Dataset: the Open Reaction Database (ORD), a public repository of structured organic reaction records. Task: describe an organic reaction: reactants, conditions, products, and yield Reactants: C(C)OC(=O)C(CC=C)C1CCN(CC1)C(=O)OCC1=CC=CC=C1 (Benzyl 4-[1-(ethoxycarbonyl)but-3-en-1-yl]piperidine-1-carboxylate), I(=O)(=O)(=O)[O-].[Na+] (sodium periodate). The reagents and catalysts are [Os](=O)(=O)(=O)=O (osmium tetroxide). Run in S(=O)([O-])[O-].[Na+].[Na+] (sodium sulfite), C([O-])(O)=O.[Na+] (sodium bicarbonate), O1CCCC1 (tetrahydrofuran), O (water). Conditions: time 24 hour. Product: C(C)OC(=O)C(CC=O)C1CCN(CC1)C(=O)OCC1=CC=CC=C1 (Benzyl 4-[1-(ethoxycarbonyl)-3-oxopropyl]piperidine-1-carboxylate). The yield is 58.3%. RXN SMILES: [CH2:1]([O:3][C:4]([CH:6]([CH:10]1[CH2:15][CH2:14][N:13]([C:16]([O:18][CH2:19][C:20]2[CH:25]=[CH:24][CH:23]=[CH:22][CH:21]=2)=[O:17])[CH2:12][CH2:11]1)[CH2:7][CH:8]=C)=[O:5])[CH3:2].I([O-])(=O)(=O)=[O:27].[Na+]>O1CCCC1.O.S([O-])([O-])=O.[Na+].[Na+].C(=O)(O)[O-].[Na+].[Os](=O)(=O)(=O)=O>[CH2:1]([O:3][C:4]([CH:6]([CH:10]1[CH2:15][CH2:14][N:13]([C:16]([O:18][CH2:19][C:20]2[CH:21]=[CH:22][CH:23]=[CH:24][CH:25]=2)=[O:17])[CH2:12][CH2:11]1)[CH2:7][CH:8]=[O:27])=[O:5])[CH3:2] |f:1.2,5.6.7,8.9|. Reported procedure: Benzyl 4-[1-(ethoxycarbonyl)but-3-en-1-yl]piperidine-1-carboxylate (4.08 g, 11.8 mmol) was dissolved in tetrahydrofuran (45 mL), and osmium tetroxide (0.45 mL, 2.5% solution in t-butanol) was added followed by a solution of sodium periodate (7.57 g, 35.4 mmol) in water (37 mL). After 24 h, the reaction was diluted with saturated aqueous sodium sulfite and saturated aqueous sodium bicarbonate and extracted with ethyl acetate (4×). The combined organic extracts were dried over sodium sulfate, filt...